From a dataset of the Open Reaction Database (ORD), a public repository of structured organic reaction records. describe an organic reaction: reactants, conditions, products, and yield Starting materials: BrC(C(=O)O)C(C)C ((+)-2-bromo-3-methylbutyric acid), C([O-])(O)=O.[Na+] (sodium bicarbonate), CC(C)=C (isobutylene), S(O)(O)(=O)=O (sulfuric acid). The solvent is CCOCC (ether). Conditions: time 72 hour. Yields the product BrC(C(=O)OC(C)(C)C)C(C)C ((+)-t-butyl 2-bromo-3-methylbutyrate). As a reaction SMILES: [Br:1][CH:2]([CH:6]([CH3:8])[CH3:7])[C:3]([OH:5])=[O:4].[CH3:9][C:10](=[CH2:12])[CH3:11].S(=O)(=O)(O)O.C(=O)(O)[O-].[Na+]>CCOCC>[Br:1][CH:2]([CH:6]([CH3:8])[CH3:7])[C:3]([O:5][C:10]([CH3:12])([CH3:11])[CH3:9])=[O:4] |f:3.4|. Reported procedure: 4.0 mm of (+)-2-bromo-3-methylbutyric acid is dissolved in a solvent consisting of 100 ml of ether, 100 ml of isobutylene, and 0.5 ml of sulfuric acid. The resulting solution is shaken for approximately 72 hours in an autoclave at room temperature. The solution is then neutralized with sodium bicarbonate, dried with magnesium sulfate, and then evaporated to yield (+)-t-butyl 2-bromo-3-methylbutyrate.